This data is from the Open Reaction Database (ORD), a public repository of structured organic reaction records. The task is: describe an organic reaction: reactants, conditions, products, and yield The yield is 35.8%. Run at time 10 minute. Yields the product C1N(N=CC12CCCC2)C(NCC)=NS(=O)(=O)C2=CC(=C(C=C2)NC(C(F)(F)F)=O)C (N-(4-{[(2,3-Diaza-spiro[4.4]non-3-en-2-yl)-ethylamino-methylene]-sulfamoyl}-2-methyl-phenyl)-2,2,2-trifluoro-acetamide). Solvent: CN(C)C=O (DMF). Reaction SMILES: [CH2:1]([NH:3][C:4]([N:6]1[N:10]=[CH:9][C:8]2([CH2:14][CH2:13][CH2:12][CH2:11]2)[CH2:7]1)=[NH:5])[CH3:2].CCN(P1(N(C)CCCN1C)=NC(C)(C)C)CC.[CH3:33][C:34]1[CH:35]=[C:36]([S:47](Cl)(=[O:49])=[O:48])[CH:37]=[CH:38][C:39]=1[NH:40][C:41](=[O:46])[C:42]([F:45])([F:44])[F:43].Cl>CN(C=O)C>[CH2:7]1[C:8]2([CH2:14][CH2:13][CH2:12][CH2:11]2)[CH:9]=[N:10][N:6]1[C:4](=[N:5][S:47]([C:36]1[CH:37]=[CH:38][C:39]([NH:40][C:41](=[O:46])[C:42]([F:43])([F:44])[F:45])=[C:34]([CH3:33])[CH:35]=1)(=[O:49])=[O:48])[NH:3][CH2:1][CH3:2]. Procedure: To a solution of 0.23 g N-ethyl-2,3-diaza-spiro[4.4]non-3-ene-2-carboxamidine in 5 mL dry DMF was added 0.87 mL (3.0 equiv.) BEMP and the light brown mixture was stirred for 10 minutes at room temperature. Subsequently, 0.33 g (1.1 equiv.) 3-methyl-4-(2,2,2-trifluoro-acetylamino)-benzenesulfonyl chloride was added in one portion and the resulting bright yellow solution was stirred overnight at room temperature. The mixture was cooled in an ice bath, acidified with 1 N HCl, and then extracted thr... Reactants: C(C)NC(=N)N1CC2(C=N1)CCCC2 (N-ethyl-2,3-diaza-spiro[4.4]non-3-ene-2-carboxamidine), CCN(CC)P1(=NC(C)(C)C)N(CCCN1C)C (BEMP), Cl (HCl), CC=1C=C(C=CC1NC(C(F)(F)F)=O)S(=O)(=O)Cl (3-methyl-4-(2,2,2-trifluoro-acetylamino)-benzenesulfonyl chloride). Reactants: [BH4-], C1CCOC1, CCO, CCOC(C)=O, O=Cc1cccc(C=O)c1, [Na+]. The product is O=Cc1cccc(CO)c1. As a reaction SMILES: [BH4-:14].[CH2:22]1[O:23][CH2:24][CH2:25][CH2:26]1.[CH3:11][CH2:12][OH:13].[CH3:16][CH2:17][O:18][C:19]([CH3:20])=[O:21].[CH:1]([c:2]1[cH:3][c:4]([CH:5]=[O:6])[cH:7][cH:8][cH:9]1)=[O:10].[Na+:15]>>[CH2:1]([c:2]1[cH:3][c:4]([CH:5]=[O:6])[cH:7][cH:8][cH:9]1)[OH:10]. Yield: 52.3%. Starting materials: C1(=CC=CC=C1)C(OCC1CNCC1)C1=CC=CC=C1 (3-(diphenylmethoxymethyl)pyrrolidine), C1OC=2C=C(CCBr)C=CC2O1 (3,4-methylenedioxyphenethyl bromide), C([O-])([O-])=O.[Na+].[Na+] (sodium carbonate), [I-].[Na+] (sodium iodide). RXN SMILES: [C:1]1([CH:7]([C:15]2[CH:20]=[CH:19][CH:18]=[CH:17][CH:16]=2)[O:8][CH2:9][CH:10]2[CH2:14][CH2:13][NH:12][CH2:11]2)[CH:6]=[CH:5][CH:4]=[CH:3][CH:2]=1.[CH2:21]1[O:32][C:31]2[CH:30]=[CH:29][C:25]([CH2:26][CH2:27]Br)=[CH:24][C:23]=2[O:22]1.C(=O)([O-])[O-].[Na+].[Na+].[I-].[Na+]>C(#N)C.O.C(OCC)(=O)C>[C:1]1([CH:7]([C:15]2[CH:20]=[CH:19][CH:18]=[CH:17][CH:16]=2)[O:8][CH2:9][CH:10]2[CH2:14][CH2:13][N:12]([CH2:27][CH2:26][C:25]3[CH:29]=[CH:30][C:31]4[O:32][CH2:21][O:22][C:23]=4[CH:24]=3)[CH2:11]2)[CH:2]=[CH:3][CH:4]=[CH:5][CH:6]=1 |f:2.3.4,5.6|. Procedure: A mixture of 3-(diphenylmethoxymethyl)pyrrolidine (267 mg) (Preparation 7), 3,4-methylenedioxyphenethyl bromide (250 mg), sodium carbonate (1.0 g) and sodium iodide (100 mg) in acetonitrile (30 ml) was heated under reflux for 24 hours, diluted with water and ethyl acetate and the layers separated. The organic layer was washed with water, dried over magnesium sulphate and evaporated. The residue was purified by chromatogrpahy on silica using dichloromethane plus 0-20% ethyl acetate followed by di... The solvent is C(C)#N (acetonitrile), O (water), C(C)(=O)OCC (ethyl acetate). The product is C1(=CC=CC=C1)C(OCC1CN(CC1)CCC1=CC2=C(C=C1)OCO2)C2=CC=CC=C2 (3-(Diphenylmethoxymethyl)-1-(3-methylenedioxyphenethyl)pyrrolidine). Starting materials: N(=NC(=O)OCC)C(=O)OCC (diethyl azodicarboxylate), ON1C(C=2C(C1=O)=CC=CC2)=O (N-hydroxyphthalimide), C1(=CC=CC=C1)P(C1=CC=CC=C1)C1=CC=CC=C1 (triphenylphosphine), OCCCC#CC1=CC=C(C=C1)F (5-hydroxy-1-(4-fluorophenyl)-1-pentine). The solvent is O1CCCC1 (tetrahydrofuran). Reaction conditions: time 8 hour. Yields the product FC1=CC=C(C=C1)C#CCCCON1C(C=2C(C1=O)=CC=CC2)=O (N-(5-(4-Fluorophenyl)-4-pentynyloxy)-phthalimide). The yield is 82.0%. As a reaction SMILES: [OH:1][N:2]1[C:6](=[O:7])[C:5]2=[CH:8][CH:9]=[CH:10][CH:11]=[C:4]2[C:3]1=[O:12].C1(P(C2C=CC=CC=2)C2C=CC=CC=2)C=CC=CC=1.O[CH2:33][CH2:34][CH2:35][C:36]#[C:37][C:38]1[CH:43]=[CH:42][C:41]([F:44])=[CH:40][CH:39]=1.N(C(OCC)=O)=NC(OCC)=O>O1CCCC1>[F:44][C:41]1[CH:42]=[CH:43][C:38]([C:37]#[C:36][CH2:35][CH2:34][CH2:33][O:1][N:2]2[C:3](=[O:12])[C:4]3=[CH:11][CH:10]=[CH:9][CH:8]=[C:5]3[C:6]2=[O:7])=[CH:39][CH:40]=1. Procedure details: 33.4 g (0.205 mol) of N-hydroxyphthalimide and 53.8 g (0.205 mol) of triphenylphosphine were added to a solution of 33.1 g (0.186 mol) of 5-hydroxy-1-(4-fluorophenyl)-1-pentine in 430 ml of tetrahydrofuran. 35.7 g (0.205 mol) of diethyl azodicarboxylate were then added in the course of 2.5 hours with monitoring of the temperature (max. 40° C.). Stirring was carried out overnight at room temperature, the mixture was evaporated down under reduced pressure and the residue was taken up with 300 ml o... The reactants are C(C)(C)(C)O (tert-butanol), OC=1C=CC2=C(OC(=CO2)C(=O)OCC)C1 (ethyl 7-hydroxy-1,4-benzodioxin-2-carboxylate). The solvent is FC(C(=O)O)(F)F (trifluoroacetic acid). Conditions: time 24 hour. Product: OC=1C(=CC2=C(OC(=CO2)C(=O)OCC)C1)C(C)(C)C (Ethyl 7-hydroxy-6-tert-butyl-1,4-benzodioxin-2-carboxylate). The yield is 78.0%. As a reaction SMILES: [C:1](O)([CH3:4])([CH3:3])[CH3:2].[OH:6][C:7]1[CH:8]=[CH:9][C:10]2[O:15][CH:14]=[C:13]([C:16]([O:18][CH2:19][CH3:20])=[O:17])[O:12][C:11]=2[CH:21]=1>FC(F)(F)C(O)=O>[OH:6][C:7]1[C:8]([C:1]([CH3:4])([CH3:3])[CH3:2])=[CH:9][C:10]2[O:15][CH:14]=[C:13]([C:16]([O:18][CH2:19][CH3:20])=[O:17])[O:12][C:11]=2[CH:21]=1. Reported procedure: Add 0.425 cm3 (4.5 mmol) of tert-butanol to a solution of 0.5 g (2.25 mmol) of ethyl 7-hydroxy-1,4-benzodioxin-2-carboxylate in 3 cm3 of trifluoroacetic acid. The whole is stirred for 24 hours at room temperature and, after concentrating to dryness under reduced pressure, the crude product is then purified by chromatography on a silica column (eluant:petroleum ether/diethyl ether 80:20). Ethyl 7-hydroxy-6-tert-butyl-1,4-benzodioxin-2-carboxylate is obtained in a yield of 78%. Starting materials: CC1=C(C=CC(=C1)N1CC(CC1)CN1C(CCC1)C)N (2-methyl-4-[3-(2-methyl-pyrrolidin-1-ylmethyl)-pyrrolidin-1-yl]-phenylamine), C(C1=CC=CC=C1)OCC1=NC=C(C(=O)O)C=C1 (6-benzyloxymethyl-nicotinic acid). The product is C(C1=CC=CC=C1)OCC1=NC=C(C(=O)NC2=C(C=C(C=C2)N2CC(CC2)CN2C(CCC2)C)C)C=C1 (6-Benzyloxymethyl-N-{2-methyl-4-[3-(2-methyl-pyrrolidin-1-ylmethyl)-pyrrolidin-1-yl]-phenyl}-nicotinamide). RXN SMILES: [CH3:1][C:2]1[CH:7]=[C:6]([N:8]2[CH2:12][CH2:11][CH:10]([CH2:13][N:14]3[CH2:18][CH2:17][CH2:16][CH:15]3[CH3:19])[CH2:9]2)[CH:5]=[CH:4][C:3]=1[NH2:20].[CH2:21]([O:28][CH2:29][C:30]1[CH:38]=[CH:37][C:33]([C:34](O)=[O:35])=[CH:32][N:31]=1)[C:22]1[CH:27]=[CH:26][CH:25]=[CH:24][CH:23]=1>>[CH2:21]([O:28][CH2:29][C:30]1[CH:38]=[CH:37][C:33]([C:34]([NH:20][C:3]2[CH:4]=[CH:5][C:6]([N:8]3[CH2:12][CH2:11][CH:10]([CH2:13][N:14]4[CH2:18][CH2:17][CH2:16][CH:15]4[CH3:19])[CH2:9]3)=[CH:7][C:2]=2[CH3:1])=[O:35])=[CH:32][N:31]=1)[C:22]1[CH:23]=[CH:24][CH:25]=[CH:26][CH:27]=1. Procedure: The title compound was prepared in a manner substantially the same as Example 1 by coupling 2-methyl-4-[3-(2-methyl-pyrrolidin-1-ylmethyl)-pyrrolidin-1-yl]-phenylamine with 6-benzyloxymethyl-nicotinic acid. MS: 499.3 (M+H). Reactants: COc1ccc(C2(C(=O)Nc3cccc(-c4ccc(S(=O)(=O)N5CCCC5CO)cc4)n3)CC2)cc1OCc1ccccc1, CCO, [H][H]. Yields the product COc1ccc(C2(C(=O)Nc3cccc(-c4ccc(S(=O)(=O)N5CCCC5CO)cc4)n3)CC2)cc1O. As a reaction SMILES: [CH2:1]([c:2]1[cH:3][cH:4][cH:5][cH:6][cH:7]1)[O:8][c:9]1[cH:10][c:11]([C:17]2([C:20](=[O:21])[NH:22][c:23]3[n:24][c:25](-[c:29]4[cH:30][cH:31][c:32]([S:35](=[O:36])(=[O:37])[N:38]5[CH:39]([CH2:43][OH:44])[CH2:40][CH2:41][CH2:42]5)[cH:33][cH:34]4)[cH:26][cH:27][cH:28]3)[CH2:18][CH2:19]2)[cH:12][cH:13][c:14]1[O:15][CH3:16].[CH3:47][CH2:48][OH:49].[H:45][H:46]>>[OH:8][c:9]1[cH:10][c:11]([C:17]2([C:20](=[O:21])[NH:22][c:23]3[n:24][c:25](-[c:29]4[cH:30][cH:31][c:32]([S:35](=[O:36])(=[O:37])[N:38]5[CH:39]([CH2:43][OH:44])[CH2:40][CH2:41][CH2:42]5)[cH:33][cH:34]4)[cH:26][cH:27][cH:28]3)[CH2:18][CH2:19]2)[cH:12][cH:13][c:14]1[O:15][CH3:16]. Reactants: [Cl-], O=C(O)C1CCC(Nc2cc(Cl)cc3cc(-c4ccccc4)[nH]c23)CC1, [NH4+]. The product is NC(=O)C1CCC(Nc2cc(Cl)cc3cc(-c4ccccc4)[nH]c23)CC1. Reaction SMILES: [Cl-:27].[Cl:1][c:2]1[cH:3][c:4]2[cH:5][c:6](-[c:21]3[cH:22][cH:23][cH:24][cH:25][cH:26]3)[nH:7][c:8]2[c:9]([NH:11][CH:12]2[CH2:13][CH2:14][CH:15]([C:18](=[O:19])[OH:20])[CH2:16][CH2:17]2)[cH:10]1.[NH4+:28]>>[Cl:1][c:2]1[cH:3][c:4]2[cH:5][c:6](-[c:21]3[cH:22][cH:23][cH:24][cH:25][cH:26]3)[nH:7][c:8]2[c:9]([NH:11][CH:12]2[CH2:13][CH2:14][CH:15]([C:18](=[O:20])[NH2:28])[CH2:16][CH2:17]2)[cH:10]1. Reactants: [OH-].COC(=O)NS(=O)(=O)[N+](CC)(CC)CC ((Methoxycarbonylsulfamoyl)triethylammonium hydroxide), BrC1=CC=C(C=C1)[C@H](C)N1C(O[C@](CC1)(C1=CC=CC=C1)CC(C)(C)O)=O (3-[(S)-1-(4-bromo-phenyl)-ethyl]-(S)-6-(2-hydroxy-2-methyl-propyl)-6-phenyl-[1,3]oxazinan-2-one). The solvent is C1(=CC=CC=C1)C (toluene), O1CCCC1 (tetrahydrofuran). Conditions: temperature 75 celsius, time 1 hour. The product is BrC1=CC=C(C=C1)[C@H](C)N1C(O[C@@](CC1)(C1=CC=CC=C1)CC(=C)C)=O (3-[(S)-1-(4-Bromo-phenyl)-ethyl]-(S)-6-(2-methyl-allyl)-6-phenyl-[1,3]oxazinan-2-one). RXN SMILES: [OH-].COC(NS([N+](CC)(CC)CC)(=O)=O)=O.[Br:17][C:18]1[CH:23]=[CH:22][C:21]([C@@H:24]([N:26]2[CH2:31][CH2:30][C@:29]([CH2:38][C:39](O)([CH3:41])[CH3:40])([C:32]3[CH:37]=[CH:36][CH:35]=[CH:34][CH:33]=3)[O:28][C:27]2=[O:43])[CH3:25])=[CH:20][CH:19]=1>O1CCCC1.C1(C)C=CC=CC=1>[Br:17][C:18]1[CH:19]=[CH:20][C:21]([C@@H:24]([N:26]2[CH2:31][CH2:30][C@@:29]([CH2:38][C:39]([CH3:41])=[CH2:40])([C:32]3[CH:33]=[CH:34][CH:35]=[CH:36][CH:37]=3)[O:28][C:27]2=[O:43])[CH3:25])=[CH:22][CH:23]=1 |f:0.1|. Procedure details: (Methoxycarbonylsulfamoyl)triethylammonium hydroxide (1.38 g) was added to 3-[(S)-1-(4-bromo-phenyl)-ethyl]-(S)-6-(2-hydroxy-2-methyl-propyl)-6-phenyl-[1,3]oxazinan-2-one (2.0 g) dissolved in tetrahydrofuran (30 mL) and toluene (15 mL). The resulting solution was stirred at room temperature for 0.5 h and at 75° C. for 1 h. After cooling to room temperature, the solution was concentrated and ethyl acetate was added to the residue. The resulting mixture was washed with aqueous NaHCO3 solution and ... Starting materials: C1(CCCC1)C(C(=O)O)O (cyclopentyl-α-hydroxyacetic acid), solid, Cl.N[C@@H](C)C(=O)NC1C(N(C2=C(N(C1=O)C1=CC=CC=C1)C=CC=C2)C2=CC=CC=C2)=O (3-(L-Alaninyl)amino-2,4-dioxo-1,5-bis-phenyl-2,3,4,5-tetrahydro-1H-1,5-benzodiazepine Hydrochloride). Product: C1(CCCC1)C(C(=O)N[C@@H](C)C(=O)C1(C(N(C2=C(N(C1=O)C1=CC=CC=C1)C=CC=C2)C2=CC=CC=C2)=O)N)O (3-[N′-(Cyclopentyl-α-hydroxyacetyl)-L-alaninyl]-amino-2,4-dioxo-1,5-bis-phenyl-2,3,4,5-tetrahydro-1H-1,5-benzodiazepine). RXN SMILES: [CH:1]1([CH:6]([OH:10])[C:7]([OH:9])=O)[CH2:5][CH2:4][CH2:3][CH2:2]1.Cl.N[C@H](C([NH:17][CH:18]1[C:24](=[O:25])[N:23]([C:26]2[CH:31]=[CH:30][CH:29]=[CH:28][CH:27]=2)[C:22]2[CH:32]=[CH:33][CH:34]=[CH:35][C:21]=2[N:20]([C:36]2[CH:41]=[CH:40][CH:39]=[CH:38][CH:37]=2)[C:19]1=[O:42])=O)C>>[CH:1]1([CH:6]([OH:10])[C:7]([NH:17][C@H:18]([C:24]([C:18]2([NH2:17])[C:19](=[O:42])[N:20]([C:36]3[CH:37]=[CH:38][CH:39]=[CH:40][CH:41]=3)[C:21]3[CH:35]=[CH:34][CH:33]=[CH:32][C:22]=3[N:23]([C:26]3[CH:31]=[CH:30][CH:29]=[CH:28][CH:27]=3)[C:24]2=[O:25])=[O:25])[CH3:19])=[O:9])[CH2:2][CH2:3][CH2:4][CH2:5]1 |f:1.2|. Procedure details: Following General Procedure I above using cyclopentyl-α-hydroxyacetic acid (Example P) and 3-(L-alaninyl)-amino-2,4-dioxo-1,5-bis-phenyl-2,3,4,5-tetrahydro-1H-1,5-benzodiazepine hydrochloride (Example 8-W), the title compound was prepared as a white solid (melting point=139-149° C.). Purification was by flash chromatography eluting with CH2Cl2/EtOAc (1:2). Rf=0.50 and 0.39 (CH2Cl2/EtOAc, 1:2).